From a dataset of the Open Reaction Database (ORD), a public repository of structured organic reaction records. describe an organic reaction: reactants, conditions, products, and yield Starting materials: CCOc1cc(C(C)(C)C)ncc1C1=NC(C)(c2ccc(Cl)cc2)C(C)(c2ccc(Cl)cc2)N1C(=O)Cl, CCN1CCN(C2CCNCC2)CC1. Product: CCOc1cc(C(C)(C)C)ncc1C1=NC(C)(c2ccc(Cl)cc2)C(C)(c2ccc(Cl)cc2)N1C(=O)N1CCC(N2CCN(CC)CC2)CC1. RXN SMILES: [C:1]([CH3:2])([CH3:3])([CH3:4])[c:5]1[cH:6][c:7]([O:35][CH2:36][CH3:37])[c:8]([C:11]2=[N:15][C:14]([CH3:16])([c:17]3[cH:18][cH:19][c:20]([Cl:23])[cH:21][cH:22]3)[C:13]([CH3:24])([c:25]3[cH:26][cH:27][c:28]([Cl:31])[cH:29][cH:30]3)[N:12]2[C:32](=[O:33])[Cl:34])[cH:9][n:10]1.[CH2:38]([CH3:39])[N:40]1[CH2:41][CH2:42][N:43]([CH:46]2[CH2:47][CH2:48][NH:49][CH2:50][CH2:51]2)[CH2:44][CH2:45]1>>[C:1]([CH3:2])([CH3:3])([CH3:4])[c:5]1[cH:6][c:7]([O:35][CH2:36][CH3:37])[c:8]([C:11]2=[N:15][C:14]([CH3:16])([c:17]3[cH:18][cH:19][c:20]([Cl:23])[cH:21][cH:22]3)[C:13]([CH3:24])([c:25]3[cH:26][cH:27][c:28]([Cl:31])[cH:29][cH:30]3)[N:12]2[C:32](=[O:33])[N:49]2[CH2:48][CH2:47][CH:46]([N:43]3[CH2:42][CH2:41][N:40]([CH2:38][CH3:39])[CH2:45][CH2:44]3)[CH2:51][CH2:50]2)[cH:9][n:10]1. Reactants: BrC=1C=CC2=C(C=C(CCS2(=O)=O)C(=O)NC2=CC=C(C=C2)CN(C2CCOCC2)C)C1 (7-bromo-N-[4-[[N-methyl-N-(tetrahydropyran-4-yl)amino]methyl]phenyl]-1,1-dioxo-2,3-dihydro-1-benzothiepine-4-carboxamide), C1(=CC=CC=C1)C.C(C)O.O (toluene ethanol water), B(OC1=C(C=C(C=C1)OCCOCCC)F)([O-])[O-] (2-fluoro-4-(2-propoxyethoxy)phenyl borate), C([O-])([O-])=O.[K+].[K+] (potassium carbonate). The reagents and catalysts are C=1C=CC(=CC1)[P](C=2C=CC=CC2)(C=3C=CC=CC3)[Pd]([P](C=4C=CC=CC4)(C=5C=CC=CC5)C=6C=CC=CC6)([P](C=7C=CC=CC7)(C=8C=CC=CC8)C=9C=CC=CC9)[P](C=1C=CC=CC1)(C=1C=CC=CC1)C=1C=CC=CC1 (tetrakistriphenylphosphinepalladium). Run in O (water). Run at time 30 minute. Product: FC1=C(C=CC(=C1)CCOCCC)C=1C=CC2=C(C=C(CCS2(=O)=O)C(=O)NC2=CC=C(C=C2)CN(C2CCOCC2)C)C1 (7-[2-fluoro-4-(2-propoxyethyl)phenyl]-N-[4-[[N-methyl-N-(tetrahydropyran-4-yl)amino]methyl]phenyl]-1,1-dioxo-2,3-dihydro-1-benzothiepine-4-carboxamide). As a reaction SMILES: Br[C:2]1[CH:3]=[CH:4][C:5]2[S:11](=[O:13])(=[O:12])[CH2:10][CH2:9][C:8]([C:14]([NH:16][C:17]3[CH:22]=[CH:21][C:20]([CH2:23][N:24]([CH3:31])[CH:25]4[CH2:30][CH2:29][O:28][CH2:27][CH2:26]4)=[CH:19][CH:18]=3)=[O:15])=[CH:7][C:6]=2[CH:32]=1.[C:33]1(C)[CH:38]=CC=C[CH:34]=1.[CH2:40]([OH:42])[CH3:41].O.B([O-])([O-])O[C:46]1[CH:51]=[CH:50][C:49](OCCOCCC)=[CH:48][C:47]=1[F:59].C(=O)([O-])[O-].[K+].[K+]>C1C=CC([P]([Pd]([P](C2C=CC=CC=2)(C2C=CC=CC=2)C2C=CC=CC=2)([P](C2C=CC=CC=2)(C2C=CC=CC=2)C2C=CC=CC=2)[P](C2C=CC=CC=2)(C2C=CC=CC=2)C2C=CC=CC=2)(C2C=CC=CC=2)C2C=CC=CC=2)=CC=1.O>[F:59][C:47]1[CH:48]=[C:49]([CH2:41][CH2:40][O:42][CH2:34][CH2:33][CH3:38])[CH:50]=[CH:51][C:46]=1[C:2]1[CH:3]=[CH:4][C:5]2[S:11](=[O:13])(=[O:12])[CH2:10][CH2:9][C:8]([C:14]([NH:16][C:17]3[CH:22]=[CH:21][C:20]([CH2:23][N:24]([CH3:31])[CH:25]4[CH2:30][CH2:29][O:28][CH2:27][CH2:26]4)=[CH:19][CH:18]=3)=[O:15])=[CH:7][C:6]=2[CH:32]=1 |f:1.2.3,5.6.7,^1:71,73,92,111|. Reported procedure: To 7-bromo-N-[4-[[N-methyl-N-(tetrahydropyran-4-yl)amino]methyl]phenyl]-1,1-dioxo-2,3-dihydro-1-benzothiepine-4-carboxamide (0.35 g) was added toluene/ethanol/water (10/1/1, 16.3 ml). To the mixture were added 2-fluoro-4-(2-propoxyethoxy)phenyl borate (0.20 g) and potassium carbonate (0.20 g), and the mixture was stirred at room temperature for 30 minutes. To the mixture was added tetrakistriphenylphosphinepalladium (31 mg), and the mixture was refluxed for 14 hours and cooled to room temperatur... Starting materials: O=c1[nH]cnc2c1CCN(Cc1ccccc1)C2, CO, [OH-], [OH-], [Pd+2]. Product: O=c1[nH]cnc2c1CCNC2. RXN SMILES: [CH2:1]([c:2]1[cH:3][cH:4][cH:5][cH:6][cH:7]1)[N:8]1[CH2:9][c:10]2[n:11][cH:12][nH:13][c:14](=[O:18])[c:15]2[CH2:16][CH2:17]1.[CH3:19][OH:20].[OH-:21].[OH-:23].[Pd+2:22]>>[NH:8]1[CH2:9][c:10]2[n:11][cH:12][nH:13][c:14](=[O:18])[c:15]2[CH2:16][CH2:17]1. The reactants are BrC1=C(C=CC=C1)NC(C1=CC=C(C=C1)OC)=S (N-(2-bromophenyl)-4-methoxybenzothioamide), [OH-].[Na+] (sodium hydroxide), potassium ferricyanide(III). Solvent: C(C)O (ethanol), O (water), O (Water). Conditions: temperature 85 celsius, time 5 minute. The product is BrC1=CC=CC2=C1N=C(S2)C2=CC=C(C=C2)OC (4-bromo-2-(4-methoxyphenyl)benzo[d]thiazole). RXN SMILES: [Br:1][C:2]1[CH:7]=[CH:6][CH:5]=[CH:4][C:3]=1[NH:8][C:9](=[S:18])[C:10]1[CH:15]=[CH:14][C:13]([O:16][CH3:17])=[CH:12][CH:11]=1.[OH-].[Na+]>C(O)C.O>[Br:1][C:2]1[C:3]2[N:8]=[C:9]([C:10]3[CH:11]=[CH:12][C:13]([O:16][CH3:17])=[CH:14][CH:15]=3)[S:18][C:4]=2[CH:5]=[CH:6][CH:7]=1 |f:1.2|. Reported procedure: To a solution of EXAMPLE 1B (7.1 g) in ethanol (26 mL) was added 30% sodium hydroxide (17.63 mL) and the mixture was stirred for 5 minutes. Water (35 mL) was added and 4 mL aliquots of the mixture were added at 1-minute intervals to a heated (85° C.) solution of potassium ferricyanide(III) (29 g) in water (260 mL). The mixture was maintained at 85° C. for 30 minutes and cooled. The precipitate was collected, washed with water and dried to afford the title compound.